From a dataset of the Open Reaction Database (ORD), a public repository of structured organic reaction records. describe an organic reaction: reactants, conditions, products, and yield Reactants: C1(=CC=CC=C1)C(=C(C(=O)O)C#N)C1=CC=CC=C1 (β,β-diphenyl-α-cyanoacrylic acid), S(=O)(Cl)Cl (thionyl chloride). Run in C1(=CC=CC=C1)C (toluene). Product: C1(=CC=CC=C1)C(=C(C(=O)Cl)C#N)C1=CC=CC=C1 (β,β-Diphenyl-α-cyanoacrylic chloride). Yield: 92.0%. RXN SMILES: [C:1]1([C:7]([C:14]2[CH:19]=[CH:18][CH:17]=[CH:16][CH:15]=2)=[C:8]([C:12]#[N:13])[C:9](O)=[O:10])[CH:6]=[CH:5][CH:4]=[CH:3][CH:2]=1.S(Cl)([Cl:22])=O>C1(C)C=CC=CC=1>[C:1]1([C:7]([C:14]2[CH:19]=[CH:18][CH:17]=[CH:16][CH:15]=2)=[C:8]([C:12]#[N:13])[C:9]([Cl:22])=[O:10])[CH:6]=[CH:5][CH:4]=[CH:3][CH:2]=1. Procedure details: To 100 ml. of toluene solution containing 50 g. (0.2 mole) of β,β-diphenyl-α-cyanoacrylic acid, 30 g. (0.25 mole) of thionyl chloride is added and the solution is refluxed overnight. After cooling, yellow prisms are collected to give 49.5 g., 92% yield of product, m.p. 157°-158° C. Reactants: CC1(C(CC(CC1)(C)C)(C#N)O[Si](C)(C)C)C (2,2,5,5-tetramethyl-1-(trimethylsilyloxy)cyclohexanecarbonitrile), Cl (hydrochloric acid). Run in O1CCCC1 (tetrahydrofuran). Run at temperature 44 celsius, time 5 hour. Product: OC1(C(CCC(C1)(C)C)(C)C)C#N (1-hydroxy-2,2,5,5-tetramethylcyclohexanecarbonitrile). The yield is 0.1%. As a reaction SMILES: [CH3:1][C:2]1([CH3:17])[CH2:7][CH2:6][C:5]([CH3:9])([CH3:8])[CH2:4][C:3]1([O:12][Si](C)(C)C)[C:10]#[N:11].Cl>O1CCCC1>[OH:12][C:3]1([C:10]#[N:11])[CH2:4][C:5]([CH3:8])([CH3:9])[CH2:6][CH2:7][C:2]1([CH3:17])[CH3:1]. Reported procedure: To a mixture of the product of Example 10d (3.8 g, 15.0 mol) in tetrahydrofuran (29 mL) was added 10% hydrochloric acid (75 mL) and the reaction was stirred at 44° C. for 5 hours. The reaction was concentrated under reduced pressure and the residue diluted with diethyl ether. The organic phase was washed with water (20 mL) and brine (20 mL), dried over anhydrous sodium sulfate and concentrated under reduced pressure. The residue was purified by silica gel column chromatography to give the title ... The reactants are O=Cc1ccc(Br)nc1, CC(=O)O[BH-](OC(C)=O)OC(C)=O, COCCN, CC(=O)O, ClCCl, [Na+]. Product: COCCNCc1ccc(Br)nc1. As a reaction SMILES: [Br:1][c:2]1[n:3][cH:4][c:5]([CH:6]=[O:7])[cH:8][cH:9]1.[C:19]([O:20][BH-:21]([O:22][C:23](=[O:24])[CH3:25])[O:26][C:27](=[O:28])[CH3:29])(=[O:30])[CH3:31].[CH3:10][O:11][CH2:12][CH2:13][NH2:14].[CH3:15][C:16](=[O:17])[OH:18].[Cl:33][CH2:34][Cl:35].[Na+:32]>>[Br:1][c:2]1[n:3][cH:4][c:5]([CH2:6][NH:14][CH2:13][CH2:12][O:11][CH3:10])[cH:8][cH:9]1. The reactants are BrC=1C=CC(=C(C=O)C1)OCC (5-bromo-2-ethoxybenzaldehyde), Cl.NO (hydroxylamine hydrochloride). Solvent: C(=O)O (formic acid). Yields the product BrC=1C=CC(=C(C#N)C1)OCC (5-bromo-2-ethoxybenzonitrile). The yield is 93.6%. Reaction SMILES: [Br:1][C:2]1[CH:3]=[CH:4][C:5]([O:10][CH2:11][CH3:12])=[C:6]([CH:9]=1)[CH:7]=O.Cl.[NH2:14]O>C(O)=O>[Br:1][C:2]1[CH:3]=[CH:4][C:5]([O:10][CH2:11][CH3:12])=[C:6]([CH:9]=1)[C:7]#[N:14] |f:1.2|. Reported procedure: In formic acid (85.5 ml) was dissolved 5-bromo-2-ethoxybenzaldehyde (17.1 g). To the mixture was added hydroxylamine hydrochloride (7.8 g), and the mixture was refluxed for 7 hours and cooled to room temperature. Under reduced pressure, the solvent was evaporated, and the residue was washed with water and dried to give 5-bromo-2-ethoxybenzonitrile (15.8 g). Starting materials: COC(C1=CC=C(C=C1)CC1CCN(CC1)CC1=CC=C(C=C1)[C@H]1COC2=C(O1)C=CC=C2)=O (4-[1-{(S)-4-(2,3-Dihydro-benzo[1,4]dioxin-2-yl)-benzyl]-piperidin-4-ylmethyl}-benzoic acid methyl ester), O[Li].O (LiOH.H2O), CO (MeOH), O (water). The solvent is C(C)(=O)O (acetic acid). Reaction conditions: time 16 hour. The product is O1[C@H](COC2=C1C=CC=C2)C2=CC=C(CN1CCC(CC1)CC1=CC=C(C(=O)O)C=C1)C=C2 (4-{1-[(S)-4-(2,3-Dihydro-benzo[1,4]dioxin-2-yl)-benzyl]-piperidin-4-ylmethyl}-benzoic acid). Reaction SMILES: C[O:2][C:3](=[O:34])[C:4]1[CH:9]=[CH:8][C:7]([CH2:10][CH:11]2[CH2:16][CH2:15][N:14]([CH2:17][C:18]3[CH:23]=[CH:22][C:21]([C@@H:24]4[O:29][C:28]5[CH:30]=[CH:31][CH:32]=[CH:33][C:27]=5[O:26][CH2:25]4)=[CH:20][CH:19]=3)[CH2:13][CH2:12]2)=[CH:6][CH:5]=1.O[Li].O.CO.O>C(O)(=O)C>[O:29]1[C:28]2[CH:30]=[CH:31][CH:32]=[CH:33][C:27]=2[O:26][CH2:25][C@@H:24]1[C:21]1[CH:22]=[CH:23][C:18]([CH2:17][N:14]2[CH2:15][CH2:16][CH:11]([CH2:10][C:7]3[CH:6]=[CH:5][C:4]([C:3]([OH:34])=[O:2])=[CH:9][CH:8]=3)[CH2:12][CH2:13]2)=[CH:19][CH:20]=1 |f:1.2|. Procedure: A mixture of 4-{1-[(S)-4-(2,3-dihydro-benzo[1,4]dioxin-2-yl)-benzyl]-piperidin-4-ylmethyl}-benzoic acid methyl ester (prepared according to General Method C) (80 mg, 0.17 mmol), LiOH.H2O (15 mg, 0.36 mmol), MeOH (3 mL) and water (0.5 mL) is stirred at room temperature for 16 h. The reaction mixture is neutralized with acetic acid and concentrated. The residue is triturated with water to give the title compound. The reactants are P(=O)(OCC1=CC=CC=C1)(OCC1=CC=CC=C1)[O-] (dibenzyl phosphate), B(F)(F)F (boron trifluoride), C(C1=CC=CC=C1)O[C@@H]1C(O)O[C@H]([C@H]([C@H]1OCC1=CC=CC=C1)OCC1=CC=CC=C1)C (2,3,4-tri-O-benzyl-L-fucopyranose), P(=O)(OCC1=CC=CC=C1)(OCC1=CC=CC=C1)[O-] (dibenzyl phosphate). Solvent: ClCCl (dichloromethane). Conditions: time 2 hour. Yields the product P(=O)(OCC1=CC=CC=C1)(OCC1=CC=CC=C1)O[C@H]1[C@@H](OCC2=CC=CC=C2)[C@H](OCC2=CC=CC=C2)[C@H](OCC2=CC=CC=C2)[C@@H](O1)C (Dibenzyl 2,3,4-tri-O-benzyl-α-L-fucopyranosyl phosphate), oil. Yield: 90.0%. As a reaction SMILES: [CH2:1]([O:8][C@H:9]1[C@H:15]([O:16][CH2:17][C:18]2[CH:23]=[CH:22][CH:21]=[CH:20][CH:19]=2)[C@H:14]([O:24][CH2:25][C:26]2[CH:31]=[CH:30][CH:29]=[CH:28][CH:27]=2)[C@H:13]([CH3:32])[O:12][CH:10]1[OH:11])[C:2]1[CH:7]=[CH:6][CH:5]=[CH:4][CH:3]=1.[P:33]([O-])([O:43][CH2:44][C:45]1[CH:50]=[CH:49][CH:48]=[CH:47][CH:46]=1)([O:35][CH2:36][C:37]1[CH:42]=[CH:41][CH:40]=[CH:39][CH:38]=1)=[O:34].B(F)(F)F>ClCCl>[P:33]([O:11][C@@H:10]1[O:12][C@@H:13]([CH3:32])[C@@H:14]([O:24][CH2:25][C:26]2[CH:31]=[CH:30][CH:29]=[CH:28][CH:27]=2)[C@@H:15]([O:16][CH2:17][C:18]2[CH:19]=[CH:20][CH:21]=[CH:22][CH:23]=2)[C@@H:9]1[O:8][CH2:1][C:2]1[CH:3]=[CH:4][CH:5]=[CH:6][CH:7]=1)([O:35][CH2:36][C:37]1[CH:42]=[CH:41][CH:40]=[CH:39][CH:38]=1)([O:43][CH2:44][C:45]1[CH:50]=[CH:49][CH:48]=[CH:47][CH:46]=1)=[O:34]. Procedure: A solution of 2,3,4-tri-O-benzyl-L-fucopyranose (prepared, for example, according to Wegmann et al., supra.) (0.50 g, 0.86 mmol) in 20 ml of dry dichloromethane and commercially available dibenzyl phosphate which is not further purified (0.24 g, 0.86 mmol) is stirred under a nitrogen atmosphere at room temperature for about 2 h. In the case of very pure dibenzyl phosphate, a catalytic amount of boron trifluoride is added to the mixture. The solution is then concentrated and purified by chromatog...